Dataset: the Open Reaction Database (ORD), a public repository of structured organic reaction records. Task: describe an organic reaction: reactants, conditions, products, and yield Reactants: ClC=1C=C(C=CC1C)N=C=O (3-chloro-4-methylphenylisocyanate), BrN1C(CCC1=O)=O (N-bromosuccinimide). The reagents and catalysts are C(C1=CC=CC=C1)(=O)OOC(C1=CC=CC=C1)=O (benzoyl peroxide). The solvent is C(Cl)(Cl)(Cl)Cl (carbon tetrachloride). Reaction conditions: time 4 hour. The product is BrCC1=C(C=C(C=C1)N=C=O)Cl (4-bromomethyl-3-chlorophenylisocyanate). The yield is 100.0%. RXN SMILES: [Cl:1][C:2]1[CH:3]=[C:4]([N:9]=[C:10]=[O:11])[CH:5]=[CH:6][C:7]=1[CH3:8].[Br:12]N1C(=O)CCC1=O>C(Cl)(Cl)(Cl)Cl.C(OOC(=O)C1C=CC=CC=1)(=O)C1C=CC=CC=1>[Br:12][CH2:8][C:7]1[CH:6]=[CH:5][C:4]([N:9]=[C:10]=[O:11])=[CH:3][C:2]=1[Cl:1]. Procedure details: To a stirred solution of 100.0 grams (0.597 mole) of 3-chloro-4-methylphenylisocyanate in 1000 ml of carbon tetrachloride, under an argon atmosphere were added 116.8 grams (0.656 mole) of N-bromosuccinimide and 5.0 grams (0.021 mole) of benzoyl peroxide. The reaction mixture was warmed to reflux where it stirred for 4 hours; then it was allowed to cool to ambient temperature as it stood for 16 hours. The mixture was filtered and the filtrate concentrated under reduced pressure to give 147.1 gram... Reactants: C(=O)([O-])[O-].[K+].[K+] (K2CO3), C(=O)([O-])[O-].[K+].[K+] (K2CO3), [I-].N[N+]1=C(C=CC=C1)C (1-amino-2-methylpyridinium iodide), C(C)(C)C1=NN2C(C=CC=C2)=C1C(C(C)C)=O (1-(2-isopropylpyrazolo[1,5-a]pyridin-3-yl)-2-methylpropan-1-one), [OH-].[Na+] (NaOH), C(=O)([O-])[O-].[K+].[K+] (K2CO3). The solvent is C(C)(=O)OCC (ethyl acetate), O (water), O (water), C(C(C)C)(=O)OC(C(C)C)=O (isobutyric anhydride). Yields the product C(C)(C)C1=NN2C(C=CC=C2)=C1 (2-isopropylpyrazolo[1,5-a]pyridine), C(C)(C)C1=NN2C(C=CC=C2)=C1C(C(C)C)=O (1-(2-isopropylpyrazolo[1,5-a]pyridin-3-yl)-2-methylpropan-1-one). The yield is 51.3%. As a reaction SMILES: [CH:1]([C:4]1[C:12]([C:13](=[O:17])[CH:14]([CH3:16])[CH3:15])=[C:7]2[CH:8]=[CH:9][CH:10]=[CH:11][N:6]2[N:5]=1)([CH3:3])[CH3:2].[I-].N[N+]1C=CC=CC=1C.C([O-])([O-])=O.[K+].[K+].[OH-].[Na+]>C(OC(=O)C(C)C)(=O)C(C)C.C(OCC)(=O)C.O>[CH:1]([C:4]1[CH:12]=[C:7]2[CH:8]=[CH:9][CH:10]=[CH:11][N:6]2[N:5]=1)([CH3:3])[CH3:2].[CH:1]([C:4]1[C:12]([C:13](=[O:17])[CH:14]([CH3:16])[CH3:15])=[C:7]2[CH:8]=[CH:9][CH:10]=[CH:11][N:6]2[N:5]=1)([CH3:3])[CH3:2] |f:1.2,3.4.5,6.7|. Reported procedure: 1-(2-isopropylpyrazolo[1,5-a]pyridin-3-yl)-2-methylpropan-1-one. The dry salt (113 g) from Example 1 (a) was suspended in isobutyric anhydride (515 g) in a large round bottom flask equipped with a mechanical stirrer and K2CO3 (85 g) was added with stirring. The mixture was refluxed for 8 hours, cooled to room temperature and water (10 ml) was added followed by addition of K2CO3 (10 g) in portions. After the initial vigorous reaction subsided, water (500 ml) and ethyl acetate (500 ml) were added,... Reactants: CC1=C(C=2C=CN=C(C2C=C1)NC1=CC(=CC=C1)C#C[Si](C)(C)C)NC1=NC=CC=C1C1=NC=NC=C1 (6-methyl-N5-(3-(pyrimidin-4-yl)pyridin-2-yl)-N1-(3-(2-(trimethylsilyl)ethynyl)phenyl)isoquinoline-1,5-diamine), C([O-])([O-])=O.[K+].[K+] (potassium carbonate), crude mixture. The solvent is CO (methanol), O (water). Run at temperature 70 celsius. Yields the product C(#C)C=1C=C(C=CC1)NC1=NC=CC=2C(=C(C=CC12)C)NC1=NC=CC=C1C1=NC=NC=C1 (N1-(3-ethynylphenyl)-6-methyl-N5-(3-(pyrimidin-4-yl)pyridin-2-yl)isoquinoline-1,5-diamine). As a reaction SMILES: [CH3:1][C:2]1[CH:11]=[CH:10][C:9]2[C:8]([NH:12][C:13]3[CH:18]=[CH:17][CH:16]=[C:15]([C:19]#[C:20][Si](C)(C)C)[CH:14]=3)=[N:7][CH:6]=[CH:5][C:4]=2[C:3]=1[NH:25][C:26]1[C:31]([C:32]2[CH:37]=[CH:36][N:35]=[CH:34][N:33]=2)=[CH:30][CH:29]=[CH:28][N:27]=1.C(=O)([O-])[O-].[K+].[K+]>CO.O>[C:19]([C:15]1[CH:14]=[C:13]([NH:12][C:8]2[C:9]3[CH:10]=[CH:11][C:2]([CH3:1])=[C:3]([NH:25][C:26]4[C:31]([C:32]5[CH:37]=[CH:36][N:35]=[CH:34][N:33]=5)=[CH:30][CH:29]=[CH:28][N:27]=4)[C:4]=3[CH:5]=[CH:6][N:7]=2)[CH:18]=[CH:17][CH:16]=1)#[CH:20] |f:1.2.3|. Reported procedure: Suspended 6-methyl-N5-(3-(pyrimidin-4-yl)pyridin-2-yl)-N1-(3-(2-(trimethylsilyl)ethynyl)phenyl)isoquinoline-1,5-diamine (0.110 g, 0.220 mmol) in methanol (2.5 mL) and added potassium carbonate (0.0607 g, 0.439 mmol). Heated to 70° C. in a sealed tube for 90 minutes. The crude mixture was diluted with water and extracted with two portions of EtOAc. The combined organics were washed with brine, dried over Na2SO4 and concentrated. The resulting yellow solid was recrystallized from MeOH/Et2O and fil... Reactants: BrC1=CC(=C(C=C1)C(C)=O)O (1-(4-bromo-2-hydroxyphenyl)ethanone), [H-].[Na+] (sodium hydride), CO (methanol), BrCC(=O)OC (methyl 2-bromoacetate). Solvent: CN(C=O)C (N,N-dimethylformamide). Run at time 30 minute. Yields the product C(C)(=O)C1=C(OCC(=O)OC)C=C(C=C1)Br (methyl 2-(2-acetyl-5-bromophenoxy)acetate). Isolated yield 96.1%. Reaction SMILES: [Br:1][C:2]1[CH:7]=[CH:6][C:5]([C:8](=[O:10])[CH3:9])=[C:4]([OH:11])[CH:3]=1.[H-].[Na+].Br[CH2:15][C:16]([O:18][CH3:19])=[O:17].CO>CN(C)C=O>[C:8]([C:5]1[CH:6]=[CH:7][C:2]([Br:1])=[CH:3][C:4]=1[O:11][CH2:15][C:16]([O:18][CH3:19])=[O:17])(=[O:10])[CH3:9] |f:1.2|. Procedure: A solution of 1-(4-bromo-2-hydroxyphenyl)ethanone (1.06 g, 5 mmol) in dry N,N-dimethylformamide (10 mL) was charged with sodium hydride (240 mg, 10 mmol) and the mixture was stirred at room temperature for 30 minutes, then methyl 2-bromoacetate (0.84 g, 5.5 mmol) was added and the mixture was stirred at room temperature for 12 hours. After completed (40 mL) of methanol was added followed by concentrating under vacuum to give methyl 2-(2-acetyl-5-bromophenoxy)acetate (1.38 g, 90%) as colorless oi... Starting materials: CCCN1C2CCC1CC(N(c1ccc3c(cnn3C3CCCCO3)c1)S(C)(=O)=O)C2, ClCCl, [Na+], O=C(O)C(F)(F)F, O=C([O-])O. Product: CCCN1C2CCC1CC(N(c1ccc3[nH]ncc3c1)S(C)(=O)=O)C2. As a reaction SMILES: [CH2:8]([CH2:9][CH3:10])[N:11]1[CH:12]2[CH2:13][CH:14]([N:19]([S:20](=[O:21])(=[O:22])[CH3:23])[c:24]3[cH:25][c:26]4[cH:27][n:28][n:29]([CH:33]5[CH2:34][CH2:35][CH2:36][CH2:37][O:38]5)[c:30]4[cH:31][cH:32]3)[CH2:15][CH:16]1[CH2:17][CH2:18]2.[Cl:44][CH2:45][Cl:46].[Na+:39].[OH:1][C:2]([C:3]([F:4])([F:5])[F:6])=[O:7].[OH:40][C:41](=[O:42])[O-:43]>>[CH2:8]([CH2:9][CH3:10])[N:11]1[CH:12]2[CH2:13][CH:14]([N:19]([S:20](=[O:21])(=[O:22])[CH3:23])[c:24]3[cH:25][c:26]4[cH:27][n:28][nH:29][c:30]4[cH:31][cH:32]3)[CH2:15][CH:16]1[CH2:17][CH2:18]2. Starting materials: ClC=1C=C(C=CC1F)NC=1C2=C(N=CN1)SC1=C2CN(C1)C(=O)OCC (Ethyl 4-[(3-chloro-4-fluorophenyl)amino]-5,7-dihydro-6H-pyrrolo[3′,4′:4,5]thieno[2,3-d]pyrimidine-6-carboxylate), [OH-].[K+] (potassium hydroxide), O (water). Run in C(C)O (ethanol). Run at temperature 80 celsius, time 14 hour. The product is ClC=1C=C(C=CC1F)NC=1C2=C(N=CN1)SC1=C2CNC1 (N-(3-Chloro-4-fluorophenyl)-6,7-dihydro-5H-pyrrolo[3′,4′:4,5]thieno[2,3-d]pyrimidin-4-amine). The yield is 37.4%. Reaction SMILES: [Cl:1][C:2]1[CH:3]=[C:4]([NH:9][C:10]2[C:11]3[C:18]4[CH2:19][N:20](C(OCC)=O)[CH2:21][C:17]=4[S:16][C:12]=3[N:13]=[CH:14][N:15]=2)[CH:5]=[CH:6][C:7]=1[F:8].[OH-].[K+].O>C(O)C>[Cl:1][C:2]1[CH:3]=[C:4]([NH:9][C:10]2[C:11]3[C:18]4[CH2:19][NH:20][CH2:21][C:17]=4[S:16][C:12]=3[N:13]=[CH:14][N:15]=2)[CH:5]=[CH:6][C:7]=1[F:8] |f:1.2|. Reported procedure: To a solution of ethyl 4-[(3-chloro-4-fluorophenyl)amino]-5,7-dihydro-6H-pyrrolo[3′,4′:4,5]thieno[2,3-d]pyrimidine-6-carboxylate from Example 22A (413 mg, 1.05 mmol) in ethanol (4 mL) was added a 10 M aqueous potassium hydroxide solution (2 mL), and the mixture was stirred for 14 h at 80° C. Subsequently, water was added, and the mixture was extracted with ethyl acetate. The organic layer was washed twice with water, dried over sodium sulfate, and the solvent was removed in vacuo. The residue wa...